This data is from the Open Reaction Database (ORD), a public repository of structured organic reaction records. The task is: describe an organic reaction: reactants, conditions, products, and yield Reactants: CCc1nn2c(c1C1CCNCC1)CCCC2, C1CCNCC1, O=CC1CN(CC2(C(=O)O)CCCCC2)CC1c1cccc(F)c1. Yields the product CCc1nn2c(c1C1CCN(CC3CN(CC4(C(=O)O)CCCCC4)CC3c3cccc(F)c3)CC1)CCCC2. RXN SMILES: [CH2:25]([CH3:26])[c:27]1[n:28][n:29]2[c:30]([c:35]1[CH:36]1[CH2:37][CH2:38][NH:39][CH2:40][CH2:41]1)[CH2:31][CH2:32][CH2:33][CH2:34]2.[CH2:42]1[CH2:43][CH2:44][NH:45][CH2:46][CH2:47]1.[CH:1](=[O:2])[CH:3]1[CH2:4][N:5]([CH2:15][C:16]2([C:22](=[O:23])[OH:24])[CH2:17][CH2:18][CH2:19][CH2:20][CH2:21]2)[CH2:6][CH:7]1[c:8]1[cH:9][c:10]([F:14])[cH:11][cH:12][cH:13]1>>[CH2:1]([CH:3]1[CH2:4][N:5]([CH2:15][C:16]2([C:22](=[O:23])[OH:24])[CH2:17][CH2:18][CH2:19][CH2:20][CH2:21]2)[CH2:6][CH:7]1[c:8]1[cH:9][c:10]([F:14])[cH:11][cH:12][cH:13]1)[N:39]1[CH2:38][CH2:37][CH:36]([c:35]2[c:27]([CH2:25][CH3:26])[n:28][n:29]3[c:30]2[CH2:31][CH2:32][CH2:33][CH2:34]3)[CH2:41][CH2:40]1. Starting materials: N#N (N2), C(CCC)P(CCCC)CCCC (tributyl phosphine), [N-](S(=O)(=O)C(F)(F)F)S(=O)(=O)C(F)(F)F (trifluoromethanesulfonimide), C(OC)(OC)=O (dimethyl carbonate). The solvent is CO (methanol). Reaction conditions: temperature 0 celsius. Product: FC(S(=O)(=O)[N-]S(=O)(=O)C(F)(F)F)(F)F.C[P+](CCCC)(CCCC)CCCC (methyl tributyl phosphonium bis(trifluoromethanesulfonyl)amide). Yield: 94.6%. As a reaction SMILES: N#N.[CH2:3]([P:7]([CH2:12][CH2:13][CH2:14][CH3:15])[CH2:8][CH2:9][CH2:10][CH3:11])[CH2:4][CH2:5][CH3:6].[N-:16]([S:24]([C:27]([F:30])([F:29])[F:28])(=[O:26])=[O:25])[S:17]([C:20]([F:23])([F:22])[F:21])(=[O:19])=[O:18].[C:31](=O)(OC)OC>CO>[F:30][C:27]([F:28])([F:29])[S:24]([N-:16][S:17]([C:20]([F:21])([F:22])[F:23])(=[O:18])=[O:19])(=[O:25])=[O:26].[CH3:31][P+:7]([CH2:3][CH2:4][CH2:5][CH3:6])([CH2:8][CH2:9][CH2:10][CH3:11])[CH2:12][CH2:13][CH2:14][CH3:15] |f:5.6|. Procedure details: In an reactor wherein air was replaced by N2, 300.0 g (1.5 mol) of tributyl phosphine and 1000 mL of methanol were added and cooled to about 0° C. by a ice-bath. 427.6 g (1.5 mol) of trifluoromethanesulfonimide was then added dropwise under strong stirring, and 202.0 g (2.2 mol) of dimethyl carbonate was also added afterwards. After one hour of reaction and mixing, the reaction mixture was transferred to an autoclave, wherein air was removed prior to heating. After 6 hours of reaction at tempera... Reactants: N1=CC=CC2=CC=C3C=CC=NC3=C12 (1,10-phenanthroline), [I-].[I-].[Sm+2] (samarium diiodide), bicyclic ketone, C[C@H]1[C@@H]2C[C@@]2(CC1=O)C(C)C ((−)-thujone). The solvent is C1CCOC1 (THF), C1CCOC1 (THF), C1CCOC1 (THF). Yields the product O[C@@]1(C[C@@]2(C[C@@H]2[C@@H]1C)C(C)C)C1=NC2=C3N=CC=CC3=CC=C2C=C1 (2-{(1S,3R,4S,5R)-(3-hydroxy-1-isopropyl-4-methylbicyclo[3.1.0]hex-3-yl)}-1,10-phenanthroline). RXN SMILES: [N:1]1[C:14]2[C:5](=[CH:6][CH:7]=[C:8]3[C:13]=2[N:12]=[CH:11][CH:10]=[CH:9]3)[CH:4]=[CH:3][CH:2]=1.[I-].[I-].[Sm+2].[CH3:18][C@@H:19]1[C:24](=[O:25])[CH2:23][C@:22]2([CH:26]([CH3:28])[CH3:27])[C@H:20]1[CH2:21]2>C1COCC1>[OH:25][C@@:24]1([C:2]2[CH:3]=[CH:4][C:5]3[C:14](=[C:13]4[C:8](=[CH:7][CH:6]=3)[CH:9]=[CH:10][CH:11]=[N:12]4)[N:1]=2)[C@@H:19]([CH3:18])[C@@H:20]2[C@@:22]([CH:26]([CH3:28])[CH3:27])([CH2:21]2)[CH2:23]1 |f:1.2.3|. Procedure: Another embodiment of the process comprises mixing a solution of 1,10-phenanthroline in THF with a solution of samarium diiodide in THF and adding to the mixed solutions a solution of the chiral bicyclic ketone, (−)-thujone, in THF. The chiral product, 2-{(1S,3R,4S,5R)-(3-hydroxy-1-isopropyl-4-methylbicyclo[3.1.0]hex-3-yl)}-1,10-phenanthroline, is isolated and purified as described above in the preceding embodiment. This embodiment is illustrated by the following reaction scheme. Starting materials: ClC1=C(C(=O)O)C(=CC=C1)F (2-chloro-6-fluorobenzoic acid), CC1=NC=C(C=N1)C(CN)C1=CC=NC=C1 (2-(2-methylpyrimidin-5-yl)-2-(pyridin-4-yl)ethanamine). The product is ClC1=C(C(=O)NCC(C2=CC=NC=C2)C=2C=NC(=NC2)C)C(=CC=C1)F (2-chloro-6-fluoro-N-(2-(2-methylpyrimidin-5-yl)-2-(pyridin-4-yl)ethyl)benz amide). Reaction SMILES: [Cl:1][C:2]1[CH:10]=[CH:9][CH:8]=[C:7]([F:11])[C:3]=1[C:4]([OH:6])=O.[CH3:12][C:13]1[N:18]=[CH:17][C:16]([CH:19]([C:22]2[CH:27]=[CH:26][N:25]=[CH:24][CH:23]=2)[CH2:20][NH2:21])=[CH:15][N:14]=1>>[Cl:1][C:2]1[CH:10]=[CH:9][CH:8]=[C:7]([F:11])[C:3]=1[C:4]([NH:21][CH2:20][CH:19]([C:16]1[CH:17]=[N:18][C:13]([CH3:12])=[N:14][CH:15]=1)[C:22]1[CH:23]=[CH:24][N:25]=[CH:26][CH:27]=1)=[O:6]. Procedure: From 2-chloro-6-fluorobenzoic acid and 2-(2-methylpyrimidin-5-yl)-2-(pyridin-4-yl)ethanamine. LCMS (MH+): m/z=371.1, tR (minutes, Method F)=1.65 Reactants: CI (MeI), O (water), C(C)(C)(C)OC(=O)NC(C(=O)O)C(C)(C)O (2-tert-Butoxycarbonylamino-3-hydroxy-3-methyl-butyric acid), [H-].[Na+] (NaH). Run in C1CCOC1 (THF), C(C)(=O)OCC (ethyl acetate). Conditions: temperature 0 celsius, time 18 hour. The product is C(C)(C)(C)OC(=O)NC(C(=O)O)C(C)(C)OC (2-tert-Butoxycarbonylamino-3-methoxy-3-methyl-butyric acid). The yield is 93.3%. As a reaction SMILES: [C:1]([O:5][C:6]([NH:8][CH:9]([C:13]([OH:16])([CH3:15])[CH3:14])[C:10]([OH:12])=[O:11])=[O:7])([CH3:4])([CH3:3])[CH3:2].[CH3:17]I.[H-].[Na+].O>C1COCC1.C(OCC)(=O)C>[C:1]([O:5][C:6]([NH:8][CH:9]([C:13]([O:16][CH3:17])([CH3:15])[CH3:14])[C:10]([OH:12])=[O:11])=[O:7])([CH3:4])([CH3:2])[CH3:3] |f:2.3|. Procedure: 2-tert-Butoxycarbonylamino-3-hydroxy-3-methyl-butyric acid (1.0 g, 4.29 mmol) was dissolved in THF (14 mL) and cooled to 0° C. in an external ice/brine bath. MeI (2.13 mL, 34.3 mmol) was added at 0° C. Solid NaH (60% dispersion in mineral oil, 0.514 g, 12.87 mmol) was added slowly at 0° C. Upon completion of the addition, the solution was removed from the ice bath and allowed to warm to room temperature, and stirred. After 18 hours, the crude reaction mixture was diluted in ethyl acetate and wat... As a reaction SMILES: [C:1]([O:5][C:6]([N:8]1[CH2:13][CH2:12][CH:11]([O:14][C:15]2[CH:20]=[CH:19][C:18]([N+:21]([O-])=O)=[CH:17][C:16]=2[C:24]([F:27])([F:26])[F:25])[CH2:10][CH2:9]1)=[O:7])([CH3:4])([CH3:3])[CH3:2].[H][H]>CO.[Pd]>[C:1]([O:5][C:6]([N:8]1[CH2:13][CH2:12][CH:11]([O:14][C:15]2[CH:20]=[CH:19][C:18]([NH2:21])=[CH:17][C:16]=2[C:24]([F:27])([F:25])[F:26])[CH2:10][CH2:9]1)=[O:7])([CH3:4])([CH3:2])[CH3:3]. The solvent is CO (methanol), [Pd] (Pd/C). The product is C(C)(C)(C)OC(=O)N1CCC(CC1)OC1=C(C=C(C=C1)N)C(F)(F)F (4-[(N-(t-butoxycarbonyl)piperidin-4-yl)oxy]-3-trifluoromethylbenzenamine). Procedure: 4-(N-(t-butoxycarbonyl)piperidin-4-yl)oxy-3-trifluoromethyl-1-nitrobenzene was dissolved in methanol in the presence of Pd/C. The solution was hydrogenated at 50 psi for 1 hour until hydrogen intake was completed. The catalyst was filtered off and the filtrate was concentrated to afford 4-[(N-(t-butoxycarbonyl)piperidin-4-yl)oxy]-3-trifluoromethylbenzenamine, >95%. Reactants: C(C)(C)(C)OC(=O)N1CCC(CC1)OC1=C(C=C(C=C1)[N+](=O)[O-])C(F)(F)F (4-(N-(t-butoxycarbonyl)piperidin-4-yl)oxy-3-trifluoromethyl-1-nitrobenzene), [H][H] (hydrogen). RXN SMILES: [CH3:1][O:2][c:3]1[cH:4][c:5]([CH:18]=[CH:19][C:20](=[O:21])[NH:22][CH2:23][CH2:24][N:25]2[CH2:26][CH2:27][CH:28]([O:31][CH:32]([c:33]3[cH:34][cH:35][cH:36][cH:37][cH:38]3)[c:39]3[cH:40][cH:41][cH:42][cH:43][cH:44]3)[CH2:29][CH2:30]2)[cH:6][c:7]([O:16][CH3:17])[c:8]1[O:9][CH2:10][O:11][CH2:12][CH2:13][O:14][CH3:15].[CH3:64][OH:65].[Na+:58].[Na+:59].[O-:60][C:61](=[O:62])[O-:63].[OH2:45].[OH2:57].[c:46]1([CH3:47])[cH:48][cH:49][c:50]([S:51]([OH:52])(=[O:53])=[O:54])[cH:55][cH:56]1>>[CH3:1][O:2][c:3]1[cH:4][c:5]([CH:18]=[CH:19][C:20](=[O:21])[NH:22][CH2:23][CH2:24][N:25]2[CH2:26][CH2:27][CH:28]([O:31][CH:32]([c:33]3[cH:34][cH:35][cH:36][cH:37][cH:38]3)[c:39]3[cH:40][cH:41][cH:42][cH:43][cH:44]3)[CH2:29][CH2:30]2)[cH:6][c:7]([O:16][CH3:17])[c:8]1[OH:9]. Starting materials: COCCOCOc1c(OC)cc(C=CC(=O)NCCN2CCC(OC(c3ccccc3)c3ccccc3)CC2)cc1OC, CO, [Na+], [Na+], O=C([O-])[O-], O, O, Cc1ccc(S(=O)(=O)O)cc1. Product: COc1cc(C=CC(=O)NCCN2CCC(OC(c3ccccc3)c3ccccc3)CC2)cc(OC)c1O.